From a dataset of the Open Reaction Database (ORD), a public repository of structured organic reaction records. describe an organic reaction: reactants, conditions, products, and yield Starting materials: ester, COC(C1=C(C=CC(=C1)C=1SC=C(N1)C1=CC(=C(C=C1)Cl)Cl)Br)=O (2-bromo-5-[4-(3,4-dichloro-phenyl)-thiazol-2-yl]-benzoic acid methyl ester), COC(C1=C(C=CC(=C1)C=1SC=C(N1)C1=CC(=C(C=C1)Cl)Cl)Br)=O (2-bromo-5-[4-(3,4-dichloro-phenyl)-thiazol-2-yl]-benzoic acid methyl ester), ClC1=C(C=CC=C1)B(O)O (2-chlorophenylboronic acid). The product is ClC1=C(C=CC=C1)C=1C(=CC(=CC1)C=1SC=C(N1)C1=CC(=C(C=C1)Cl)Cl)C(=O)O (2′-chloro-4-[4-(3,4-dichloro-phenyl)-thiazol-2-yl]-biphenyl-2-carboxylic acid). The yield is 25.0%. RXN SMILES: C[O:2][C:3](=[O:24])[C:4]1[CH:9]=[C:8]([C:10]2[S:11][CH:12]=[C:13]([C:15]3[CH:20]=[CH:19][C:18]([Cl:21])=[C:17]([Cl:22])[CH:16]=3)[N:14]=2)[CH:7]=[CH:6][C:5]=1Br.[Cl:25][C:26]1[CH:31]=[CH:30][CH:29]=[CH:28][C:27]=1B(O)O>>[Cl:25][C:26]1[CH:31]=[CH:30][CH:29]=[CH:28][C:27]=1[C:5]1[C:4]([C:3]([OH:2])=[O:24])=[CH:9][C:8]([C:10]2[S:11][CH:12]=[C:13]([C:15]3[CH:20]=[CH:19][C:18]([Cl:21])=[C:17]([Cl:22])[CH:16]=3)[N:14]=2)=[CH:7][CH:6]=1. Procedure details: Using the conditions of General Procedure B for Suzuki Coupling and Hydrolysis in Parallel Mode, 2-bromo-5-[4-(3,4-dichloro-phenyl)-thiazol-2-yl]-benzoic acid methyl ester (which may be prepared as described for Intermediate 6; 89 mg, 0.2 mmol) was reacted with 2-chlorophenylboronic acid (available from Combi-Blocks Inc.; 63 mg, 0.4 mmol). The resulting ester was hydrolyzed and the acid was purified to give 2′-chloro-4-[4-(3,4-dichloro-phenyl)-thiazol-2-yl]-biphenyl-2-carboxylic acid (23 mg, 25%... Starting materials: COC(CC[C@@H](C)C1=CC[C@H]2[C@@H]3CC=C4C[C@H](C[C@@H]([C@]4(C)[C@H]3CC[C@]12C)OC(C)=O)OC(C)=O)=O (1α,3β-diacetyloxychola-5,16-dien-24-oic acid methyl ester), [H][H] (hydrogen). Reagents/catalysts: [Pt] (platinum on charcoal). The solvent is C(C)O (ethanol). The product is COC(CC[C@@H](C)[C@H]1CC[C@H]2[C@@H]3CC=C4C[C@H](C[C@@H]([C@]4(C)[C@H]3CC[C@]12C)OC(C)=O)OC(C)=O)=O (1α,3β-diacetyloxychol-5-en-24-oic acid methyl ester). Isolated yield 98.5%. Reaction SMILES: [CH3:1][O:2][C:3](=[O:35])[CH2:4][CH2:5][C@H:6]([C:8]1[C@:25]2([CH3:26])[C@H:11]([C@H:12]3[C@H:22]([CH2:23][CH2:24]2)[C@:20]2([CH3:21])[C:15]([CH2:16][C@@H:17]([O:31][C:32](=[O:34])[CH3:33])[CH2:18][C@@H:19]2[O:27][C:28](=[O:30])[CH3:29])=[CH:14][CH2:13]3)[CH2:10][CH:9]=1)[CH3:7].[H][H]>C(O)C.[Pt]>[CH3:1][O:2][C:3](=[O:35])[CH2:4][CH2:5][C@H:6]([C@@H:8]1[C@:25]2([CH3:26])[C@H:11]([C@H:12]3[C@H:22]([CH2:23][CH2:24]2)[C@:20]2([CH3:21])[C:15]([CH2:16][C@@H:17]([O:31][C:32](=[O:34])[CH3:33])[CH2:18][C@@H:19]2[O:27][C:28](=[O:30])[CH3:29])=[CH:14][CH2:13]3)[CH2:10][CH2:9]1)[CH3:7]. Procedure details: To a solution of 8.8 g of 1α,3β-diacetyloxychola-5,16-dien-24-oic acid methyl ester in 200 ml of absolute ethanol was added, under a nitrogen atmosphere, 0.8 g of 5% platinum on charcoal. The suspension was then stirred under a hydrogen atmosphere at 23° C. until hydrogen absorption ceased (2.75 h; 423 ml; theory, 437 ml). Filtration through diatomaceous earth did not remove all colloidal particles. The evaporated filtrate was dissolved in 50 ml of ethyl acetate--methylene chloride (1:1) and was...